This data is from the Open Reaction Database (ORD), a public repository of structured organic reaction records. The task is: describe an organic reaction: reactants, conditions, products, and yield Reactants: C(C(C)(C)C)(=O)OCI (iodomethyl pivalate), NC=1SC=C(N1)C(C(=O)NC1[C@@H]2N(C(=C(CS2)C=C)C(=O)O)C1=O)=NOC (7-[2-(2-aminothiazol-4-yl)-2-methoxyiminoacetamido]-3-vinyl-3-cephem-4-carboxylic acid), C([O-])(O)=O.[Na+] (sodium bicarbonate), C(C)(C)OC(C)C (diisopropyl ether). The solvent is CN(C=O)C (N,N-dimethylformamide), O (water), C(C)(=O)OCC (ethyl acetate), CN(C=O)C (N,N-dimethylformamide). Reaction conditions: time 10 minute. The product is NC=1SC=C(N1)C(C(=O)NC1[C@@H]2N(C(=C(CS2)C=C)C(=O)[O-])C1=O)=NOC.[Na+] (Sodium 7-[2-(2-aminothiazol-4-yl)-2-methoxyiminoacetamido]-3-vinyl-3-cephem-4-carboxylate), NC=1SC=C(N1)C(C(=O)NC1[C@@H]2N(C(=C(CS2)C=C)C(=O)OCOC(C(C)(C)C)=O)C1=O)=NOC (pivaloyloxymethyl 7-[2-(2-aminothiazol-4-yl)-2-methoxyiminoacetamido]-3-vinyl-3-cephem-4-carboxylate). Reaction SMILES: [NH2:1][C:2]1[S:3][CH:4]=[C:5]([C:7](=[N:25][O:26][CH3:27])[C:8]([NH:10][CH:11]2[C:23](=[O:24])[N:13]3[C:14]([C:20]([OH:22])=[O:21])=[C:15]([CH:18]=[CH2:19])[CH2:16][S:17][C@H:12]23)=[O:9])[N:6]=1.C(=O)(O)[O-].[Na+:32].[C:33]([O:39][CH2:40]I)(=[O:38])[C:34]([CH3:37])([CH3:36])[CH3:35].C(OC(C)C)(C)C>CN(C)C=O.O.C(OCC)(=O)C>[NH2:1][C:2]1[S:3][CH:4]=[C:5]([C:7](=[N:25][O:26][CH3:27])[C:8]([NH:10][CH:11]2[C:23](=[O:24])[N:13]3[C:14]([C:20]([O-:22])=[O:21])=[C:15]([CH:18]=[CH2:19])[CH2:16][S:17][C@H:12]23)=[O:9])[N:6]=1.[Na+:32].[NH2:1][C:2]1[S:3][CH:4]=[C:5]([C:7](=[N:25][O:26][CH3:27])[C:8]([NH:10][CH:11]2[C:23](=[O:24])[N:13]3[C:14]([C:20]([O:22][CH2:40][O:39][C:33](=[O:38])[C:34]([CH3:37])([CH3:36])[CH3:35])=[O:21])=[C:15]([CH:18]=[CH2:19])[CH2:16][S:17][C@H:12]23)=[O:9])[N:6]=1 |f:1.2,8.9|. Procedure: Sodium 7-[2-(2-aminothiazol-4-yl)-2-methoxyiminoacetamido]-3-vinyl-3-cephem-4-carboxylate (syn isomer) (2.9 g), which was prepared from 7-[2-(2-aminothiazol-4-yl)-2-methoxyiminoacetamido]-3-vinyl-3-cephem-4-carboxylic acid and sodium bicarbonate in substantially the same manner as that of Example 78-(1), was dissolved in N,N-dimethylformamide (30 ml), and thereto was added dropwise a solution of iodomethyl pivalate (1.62 g) in N,N-dimethylformamide (5 ml) under ice-cooling with stirring, and the... Reactants: CN1N=CC(=C1)C(=O)O (1-methyl-1H-pyrazole-4-carboxylic acid), TEA, C=1C=CC2=C(C1)N=NN2O (HOBt), N1CCOCC1 (Morpholine). Run in C(Cl)Cl (DCM), O (water), C(Cl)Cl (DCM). Run at time 30 minute. Product: CN1N=CC(=C1)C(=O)N1CCOCC1 ((1-Methyl-1H-pyrazol-4-yl)-morpholin-4-yl-methanone). As a reaction SMILES: [CH3:1][N:2]1[CH:6]=[C:5]([C:7]([OH:9])=O)[CH:4]=[N:3]1.C1C=CC2N(O)N=NC=2C=1.[NH:20]1[CH2:25][CH2:24][O:23][CH2:22][CH2:21]1>C(Cl)Cl.O>[CH3:1][N:2]1[CH:6]=[C:5]([C:7]([N:20]2[CH2:25][CH2:24][O:23][CH2:22][CH2:21]2)=[O:9])[CH:4]=[N:3]1. Procedure: To a solution of 1-methyl-1H-pyrazole-4-carboxylic acid (2.00 g, 15.9 mmol) in DCM (100 ml) and TEA (8.80 ml, 63.5 mmol), EDCHCl (3.65 g, 19.0 mmol) and HOBt (2.57 g, 19.0 mmol) were added under a nitrogen atmosphere at rt and stirred for 30 min. Morpholine (1.68 ml, 19.0 mmol) was then added to the reaction mixture and stirring was continued for 18 h. On completion of reaction (monitored by TLC), the reaction mixture was diluted with water and DCM. The organic layer was separated, dried over Na...